From a dataset of the Open Reaction Database (ORD), a public repository of structured organic reaction records. describe an organic reaction: reactants, conditions, products, and yield Reactants: O=C([O-])[O-], ClCCl, CCOC(=O)c1c[nH]nc1C(F)(F)F, [K+], [K+], CN(C)C=O, O=C(NC1Cc2ccc(CO)cc2C1)OCc1ccccc1, O=S(Cl)Cl. Product: CCOC(=O)c1cnn(Cc2ccc3c(c2)CC(NC(=O)OCc2ccccc2)C3)c1C(F)(F)F. As a reaction SMILES: [C:27](=[O:28])([O-:29])[O-:30].[Cl:47][CH2:48][Cl:49].[F:33][C:34]([c:35]1[n:36][nH:37][cH:38][c:39]1[C:40](=[O:41])[O:42][CH2:43][CH3:44])([F:45])[F:46].[K+:31].[K+:32].[O:50]=[CH:51][N:52]([CH3:53])[CH3:54].[OH:1][CH2:2][c:3]1[cH:4][c:5]2[c:9]([cH:10][cH:11]1)[CH2:8][CH:7]([NH:12][C:13]([O:14][CH2:15][c:16]1[cH:17][cH:18][cH:19][cH:20][cH:21]1)=[O:22])[CH2:6]2.[S:23]([Cl:24])([Cl:25])=[O:26]>>[CH2:2]([c:3]1[cH:4][c:5]2[c:9]([cH:10][cH:11]1)[CH2:8][CH:7]([NH:12][C:13]([O:14][CH2:15][c:16]1[cH:17][cH:18][cH:19][cH:20][cH:21]1)=[O:22])[CH2:6]2)[n:36]1[c:35]([C:34]([F:33])([F:45])[F:46])[c:39]([C:40](=[O:41])[O:42][CH2:43][CH3:44])[cH:38][n:37]1. Starting materials: Nc1cccc(C23CCCC(C2)N(Cc2ccccc2)CC3)c1, CS(=O)(=O)Cl, Cc1ccccc1, O, c1ccncc1. Yields the product CS(=O)(=O)Nc1cccc(C23CCCC(C2)N(Cc2ccccc2)CC3)c1. Reaction SMILES: [CH2:1]([c:2]1[cH:3][cH:4][cH:5][cH:6][cH:7]1)[N:8]1[CH:9]2[CH2:10][CH2:11][CH2:12][C:13]([c:17]3[cH:18][c:19]([NH2:23])[cH:20][cH:21][cH:22]3)([CH2:14][CH2:15]1)[CH2:16]2.[CH3:24][S:25](=[O:26])(=[O:27])[Cl:28].[CH3:36][c:37]1[cH:38][cH:39][cH:40][cH:41][cH:42]1.[OH2:29].[cH:30]1[cH:31][cH:32][n:33][cH:34][cH:35]1>>[CH2:1]([c:2]1[cH:3][cH:4][cH:5][cH:6][cH:7]1)[N:8]1[CH:9]2[CH2:10][CH2:11][CH2:12][C:13]([c:17]3[cH:18][c:19]([NH:23][S:25]([CH3:24])(=[O:26])=[O:27])[cH:20][cH:21][cH:22]3)([CH2:14][CH2:15]1)[CH2:16]2. The reactants are CN=C=O, ClCCl, CC(C)CN(CC(O)C(Cc1ccc(O)cc1)NC(=O)OC1COC2OCCC12)S(=O)(=O)c1ccc2c(c1)OCO2. Product: CNC(=O)Oc1ccc(CC(NC(=O)OC2COC3OCCC23)C(O)CN(CC(C)C)S(=O)(=O)c2ccc3c(c2)OCO3)cc1. Reaction SMILES: [CH3:42][N:43]=[C:44]=[O:45].[Cl:46][CH2:47][Cl:48].[O:1]1[CH2:2][O:3][c:4]2[c:5]1[cH:6][cH:7][c:8]([S:10](=[O:11])(=[O:12])[N:13]([CH2:14][CH:15]([CH:16]([CH2:17][c:18]1[cH:19][cH:20][c:21]([OH:24])[cH:22][cH:23]1)[NH:25][C:26]([O:27][CH:28]1[CH2:29][O:30][CH:31]3[O:32][CH2:33][CH2:34][CH:35]13)=[O:36])[OH:37])[CH2:38][CH:39]([CH3:40])[CH3:41])[cH:9]2>>[O:1]1[CH2:2][O:3][c:4]2[c:5]1[cH:6][cH:7][c:8]([S:10](=[O:11])(=[O:12])[N:13]([CH2:14][CH:15]([CH:16]([CH2:17][c:18]1[cH:19][cH:20][c:21]([O:24][C:44]([NH:43][CH3:42])=[O:45])[cH:22][cH:23]1)[NH:25][C:26]([O:27][CH:28]1[CH2:29][O:30][CH:31]3[O:32][CH2:33][CH2:34][CH:35]13)=[O:36])[OH:37])[CH2:38][CH:39]([CH3:40])[CH3:41])[cH:9]2.